This data is from the Open Reaction Database (ORD), a public repository of structured organic reaction records. The task is: describe an organic reaction: reactants, conditions, products, and yield Starting materials: FC(C=1C=C(C=C(C1)C(F)(F)F)[C@@H]1[C@@H](N(C(O1)=O)CC1=C(C=CC(=C1)C(=C)C)C1=C(C=C(C(=C1)C(C)C)F)OC)C)(F)F ((4S,5R)-5-[3,5-bis(trifluoromethyl)phenyl]-3-[(4′-fluoro-4-isopropenyl-5′-isopropyl-2′-methoxybiphenyl-2-yl)methyl]-4-methyl-1,3-oxazolidin-2-one). Run in CO (methanol). Product: FC(C=1C=C(C=C(C1)C(F)(F)F)[C@@H]1[C@@H](N(C(O1)=O)CC1=C(C=CC(=C1)C(C)C)C1=C(C=C(C(=C1)C(C)C)F)OC)C)(F)F ((4S,5R)-5-[3,5-bis(trifluoromethyl)phenyl]-3-[(4′-fluoro-4,5′-diisopropyl-2′-methoxybiphenyl-2-yl)methyl]-4-methyl-1,3-oxazolidin-2-one). As a reaction SMILES: [F:1][C:2]([F:43])([F:42])[C:3]1[CH:4]=[C:5]([C@H:13]2[O:17][C:16](=[O:18])[N:15]([CH2:19][C:20]3[CH:25]=[C:24]([C:26]([CH3:28])=[CH2:27])[CH:23]=[CH:22][C:21]=3[C:29]3[CH:34]=[C:33]([CH:35]([CH3:37])[CH3:36])[C:32]([F:38])=[CH:31][C:30]=3[O:39][CH3:40])[C@H:14]2[CH3:41])[CH:6]=[C:7]([C:9]([F:12])([F:11])[F:10])[CH:8]=1>CO>[F:43][C:2]([F:1])([F:42])[C:3]1[CH:4]=[C:5]([C@H:13]2[O:17][C:16](=[O:18])[N:15]([CH2:19][C:20]3[CH:25]=[C:24]([CH:26]([CH3:27])[CH3:28])[CH:23]=[CH:22][C:21]=3[C:29]3[CH:34]=[C:33]([CH:35]([CH3:37])[CH3:36])[C:32]([F:38])=[CH:31][C:30]=3[O:39][CH3:40])[C@H:14]2[CH3:41])[CH:6]=[C:7]([C:9]([F:10])([F:11])[F:12])[CH:8]=1. Procedure details: A solution of (4S,5R)-5-[3,5-bis(trifluoromethyl)phenyl]-3-[(4′-fluoro-4-isopropenyl-5′-isopropyl-2′-methoxybiphenyl-2-yl)methyl]-4-methyl-1,3-oxazolidin-2-one (15 mg, 0.025 mmol) in methanol (1 mL) was subject to H2 (balloon atmosphere) at 20° C. overnight. The crude mixture was filtered through a syringe filter. The filtrate was evaporated in vacuo and purified by preparative TLC plates developed by 20% EtOAc in hexanes to give the titled compound. LC-MS: 612 (M+1)+. 1H NMR (CDCl3, 500 MHz) δ ... Reactants: CC=1C(=NC=CC1SCCN(CC(=O)OCC)CC1=CC=CC=C1)CSC1=NC2=C(N1)C=CC=C2 (2-((3-Methyl-4-(2-(N-benzyl-N-ethoxycarbonylmethylamino)ethylthio)-2-pyridyl)methylthio)-1H-benzimidazole), [OH-].[Na+] (sodium hydroxide). Run in C(C)O (ethanol). Run at time 1 hour. Product: CC=1C(=NC=CC1SCCN(CC(=O)O)CC1=CC=CC=C1)CSC1=NC2=C(N1)C=CC=C2 (2-((3-methyl-4(2-(N-benzyl-N-carboxymethylamino)ethylthio)-2-pyridyl)methylthio)-1H-benzimidazole). Reaction SMILES: [CH3:1][C:2]1[C:3]([CH2:25][S:26][C:27]2[NH:31][C:30]3[CH:32]=[CH:33][CH:34]=[CH:35][C:29]=3[N:28]=2)=[N:4][CH:5]=[CH:6][C:7]=1[S:8][CH2:9][CH2:10][N:11]([CH2:18][C:19]1[CH:24]=[CH:23][CH:22]=[CH:21][CH:20]=1)[CH2:12][C:13]([O:15]CC)=[O:14].[OH-].[Na+]>C(O)C>[CH3:1][C:2]1[C:3]([CH2:25][S:26][C:27]2[NH:28][C:29]3[CH:35]=[CH:34][CH:33]=[CH:32][C:30]=3[N:31]=2)=[N:4][CH:5]=[CH:6][C:7]=1[S:8][CH2:9][CH2:10][N:11]([CH2:18][C:19]1[CH:24]=[CH:23][CH:22]=[CH:21][CH:20]=1)[CH2:12][C:13]([OH:15])=[O:14] |f:1.2|. Procedure details: 2-((3-Methyl-4-(2-(N-benzyl-N-ethoxycarbonylmethylamino)ethylthio)-2-pyridyl)methylthio)-1H-benzimidazole (1.0 g) was dissolved in ethanol (10 ml) and thereto was added an aqueous solution (3 ml) of 1N sodium hydroxide. The mixture was stirred at room temperature for 1 hour. The reaction mixture was concentrated under reduced pressure and adjusted to pH 4 with an aqueous solution of dilute acetic acid. The resultant crystals were collected by filtration to give 2-((3-methyl-4(2-(N-benzyl-N-carbo... Reactants: COC(=O)Cc1ccc(OC)c(Oc2ccc(Br)cc2CN2C(=O)OC(c3ccccc3)C2C)c1, CC1(C)OB(c2cn[nH]c2)OC1(C)C. The product is COc1ccc(CC(=O)O)cc1Oc1ccc(Br)cc1CN1C(=O)OC(c2ccccc2)C1C. Reaction SMILES: [CH3:1][O:2][C:3]([CH2:4][c:5]1[cH:6][c:7]([O:13][c:14]2[c:15]([CH2:21][N:22]3[C:23](=[O:34])[O:24][CH:25]([c:28]4[cH:29][cH:30][cH:31][cH:32][cH:33]4)[CH:26]3[CH3:27])[cH:16][c:17]([Br:20])[cH:18][cH:19]2)[c:8]([O:11][CH3:12])[cH:9][cH:10]1)=[O:35].[CH3:36][C:37]1([CH3:38])[C:39]([CH3:40])([CH3:41])[O:42][B:43]([c:44]2[cH:45][n:46][nH:47][cH:48]2)[O:49]1>>[O:2]=[C:3]([CH2:4][c:5]1[cH:6][c:7]([O:13][c:14]2[c:15]([CH2:21][N:22]3[C:23](=[O:34])[O:24][CH:25]([c:28]4[cH:29][cH:30][cH:31][cH:32][cH:33]4)[CH:26]3[CH3:27])[cH:16][c:17]([Br:20])[cH:18][cH:19]2)[c:8]([O:11][CH3:12])[cH:9][cH:10]1)[OH:35].